Dataset: the Open Reaction Database (ORD), a public repository of structured organic reaction records. Task: describe an organic reaction: reactants, conditions, products, and yield Starting materials: [Sb] (antimony), [Cl-].[Cs+] (cesium chloride), C(C)(=O)[O-].[K+] (potassium acetate), stainless steel, C=CC=C (butadiene), O=O (oxygen). The reagents and catalysts are [Pd] (palladium), [V] (vanadium). The solvent is C(C)(=O)O (acetic acid). Yields the product C(C)(=O)OC(=CCC)OC(C)=O (diacetoxybutene). Reaction SMILES: [Sb].[Cl-].[Cs+].[C:4]([O-:7])(=[O:6])[CH3:5].[K+].[CH2:9]=[CH:10][CH:11]=[CH2:12].O=O>[Pd].[V].C(O)(=O)C>[C:4]([O:7][C:9]([O:7][C:4](=[O:6])[CH3:5])=[CH:10][CH2:11][CH3:12])(=[O:6])[CH3:5] |f:1.2,3.4|. Reported procedure: One liter of a silica-alumina catalyst (weight ratio of silica/alumina=10/90) on which palladium, vanadium, antimony, cesium chloride and potassium acetate were supported was packed in a stainless steel reaction vessel with an inner diameter of 1.5 inches, and butadiene, acetic acid, oxygen and nitrogen were supplied so that they might pass through the catalyst layer at rates of 100 l./hr, 200 l./hr, 30 l./hr and 670 l./hr, respectively, and reacted at 170°-190° C. therein. As a result, diacetox...